Task: describe an organic reaction: reactants, conditions, products, and yield. Dataset: the Open Reaction Database (ORD), a public repository of structured organic reaction records The reactants are CO, CCn1ncc(C)c1-c1csc(C(=O)NC(Cc2ccccc2C(F)(F)F)CN2C(=O)c3ccccc3C2=O)c1. Product: CCn1ncc(C)c1-c1csc(C(=O)NC(CN)Cc2ccccc2C(F)(F)F)c1. Reaction SMILES: [CH3:41][OH:42].[O:1]=[C:2]1[N:3]([CH2:12][CH:13]([CH2:14][c:15]2[c:16]([C:21]([F:22])([F:23])[F:24])[cH:17][cH:18][cH:19][cH:20]2)[NH:25][C:26](=[O:27])[c:28]2[s:29][cH:30][c:31](-[c:33]3[c:34]([CH3:40])[cH:35][n:36][n:37]3[CH2:38][CH3:39])[cH:32]2)[C:10](=[O:11])[c:5]2[c:4]1[cH:9][cH:8][cH:7][cH:6]2>>[NH2:3][CH2:12][CH:13]([CH2:14][c:15]1[c:16]([C:21]([F:22])([F:23])[F:24])[cH:17][cH:18][cH:19][cH:20]1)[NH:25][C:26](=[O:27])[c:28]1[s:29][cH:30][c:31](-[c:33]2[c:34]([CH3:40])[cH:35][n:36][n:37]2[CH2:38][CH3:39])[cH:32]1. Starting materials: CO, CC(Oc1ccc([N+](=O)[O-])cc1F)c1c(Cl)ccc(Cl)c1Cl, O=[Pt]. Yields the product CC(Oc1ccc(N)cc1F)c1c(Cl)ccc(Cl)c1Cl. As a reaction SMILES: [CH3:23][OH:24].[Cl:1][c:2]1[c:3]([Cl:22])[c:4]([CH:9]([CH3:10])[O:11][c:12]2[c:13]([F:21])[cH:14][c:15]([N+:18]([O-:19])=[O:20])[cH:16][cH:17]2)[c:5]([Cl:8])[cH:6][cH:7]1.[Pt:25]=[O:26]>>[Cl:1][c:2]1[c:3]([Cl:22])[c:4]([CH:9]([CH3:10])[O:11][c:12]2[c:13]([F:21])[cH:14][c:15]([NH2:18])[cH:16][cH:17]2)[c:5]([Cl:8])[cH:6][cH:7]1. Starting materials: COc1ccc(P2(=S)SP(=S)(c3ccc(OC)cc3)S2)cc1, Cc1ccccc1, Cn1c(C#N)ccc1-c1ccc2c(c1)C1(CCCCC1)C(=O)N2, O. Product: Cn1c(C#N)ccc1-c1ccc2c(c1)C1(CCCCC1)C(=S)N2. As a reaction SMILES: [CH3:24][O:25][c:26]1[cH:27][cH:28][c:29]([P:30]2(=[S:33])[S:31][P:32]([c:34]3[cH:35][cH:36][c:37]([O:38][CH3:39])[cH:40][cH:41]3)(=[S:42])[S:43]2)[cH:44][cH:45]1.[CH3:47][c:48]1[cH:49][cH:50][cH:51][cH:52][cH:53]1.[O:1]=[C:2]1[NH:3][c:4]2[cH:5][cH:6][c:7](-[c:16]3[cH:17][cH:18][c:19]([C:22]#[N:23])[n:20]3[CH3:21])[cH:8][c:9]2[C:10]12[CH2:11][CH2:12][CH2:13][CH2:14][CH2:15]2.[OH2:46]>>[C:2]1(=[S:33])[NH:3][c:4]2[cH:5][cH:6][c:7](-[c:16]3[cH:17][cH:18][c:19]([C:22]#[N:23])[n:20]3[CH3:21])[cH:8][c:9]2[C:10]12[CH2:11][CH2:12][CH2:13][CH2:14][CH2:15]2. Starting materials: C(C1=CC=CC=C1)OC(=O)NC1(CCN(CC1)C(=O)OC(C)(C)C)C(N)=O (tert-butyl 4-(benzyloxycarbonylamino)-4-carbamoylpiperidine-1-carboxylate), C(C)(=O)O (acetic acid). Reagents/catalysts: [Pd] (Pd/C). Run in CO (MeOH). Product: NC1(CCN(CC1)C(=O)OC(C)(C)C)C(N)=O (tert-butyl 4-amino-4-carbamoylpiperidine-1-carboxylate). The yield is 90.0%. Reaction SMILES: C(OC([NH:11][C:12]1([C:25](=[O:27])[NH2:26])[CH2:17][CH2:16][N:15]([C:18]([O:20][C:21]([CH3:24])([CH3:23])[CH3:22])=[O:19])[CH2:14][CH2:13]1)=O)C1C=CC=CC=1.C(O)(=O)C>CO.[Pd]>[NH2:11][C:12]1([C:25](=[O:27])[NH2:26])[CH2:17][CH2:16][N:15]([C:18]([O:20][C:21]([CH3:22])([CH3:23])[CH3:24])=[O:19])[CH2:14][CH2:13]1. Reported procedure: 1B (1.0 equivalent) and a catalytic amount of acetic acid in MeOH (0.05M) was passed through H-cube hydrogenator equipped with Pd/C cartridge at 50° C. The methanol in the reaction mixture was then removed under reduced pressure, and the product was washed with cold ether twice to afford the tert-butyl 4-amino-4-carbamoylpiperidine-1-carboxylate (1C, 90%). Starting materials: ClC=1C=C(C=C(C1OC1=CC=C(C=C1)S(=O)(=O)C)Cl)N1NCC(NC1=O)=O (2-[3,5-dichloro-4-(4-methylsulfonylphenoxy)phenyl]hexahydro-1,2,4-triazine-3,5-dione), suspension, [H-].[Na+] (sodium hydride), CI (methyl iodide). The solvent is CN(C=O)C (dimethylformamide). Product: ClC=1C=C(C=C(C1OC1=CC=C(C=C1)S(=O)(=O)C)Cl)N1NCC(N(C1=O)C)=O (2-[3,5-Dichloro-4-(4-methylsulfonylphenoxy)phenyl]-4-methylhexahydro-1,2,4-triazine-3,5-dione). RXN SMILES: [Cl:1][C:2]1[CH:3]=[C:4]([N:20]2[C:25](=[O:26])[NH:24][C:23](=[O:27])[CH2:22][NH:21]2)[CH:5]=[C:6]([Cl:19])[C:7]=1[O:8][C:9]1[CH:14]=[CH:13][C:12]([S:15]([CH3:18])(=[O:17])=[O:16])=[CH:11][CH:10]=1.[H-].[Na+].[CH3:30]I>CN(C)C=O>[Cl:1][C:2]1[CH:3]=[C:4]([N:20]2[C:25](=[O:26])[N:24]([CH3:30])[C:23](=[O:27])[CH2:22][NH:21]2)[CH:5]=[C:6]([Cl:19])[C:7]=1[O:8][C:9]1[CH:10]=[CH:11][C:12]([S:15]([CH3:18])(=[O:17])=[O:16])=[CH:13][CH:14]=1 |f:1.2|. Reported procedure: 1 g of 2-[3,5-dichloro-4-(4-methylsulfonylphenoxy)phenyl]hexahydro-1,2,4-triazine-3,5-dione was dissolved in 10 ml of dimethylformamide and, with exclusion of moisture, about 250 mg of a suspension of sodium hydride were added. After the evolution of gases was complete, 1 ml of methyl iodide was added, with stirring, and then the mixture was stirred at room temperature for a further 5 h. The reaction solution was poured onto water, and the precipitate was filtered off with suction and recrystall... Reactants: C1(C=CC(N1CC(=O)O)=O)=O (maleimidoacetic acid), C1(=CC=C(C=C1)S(=O)(=O)O)C (p-toluenesulfonic acid), C1(=CC=CC=C1)C (toluene), C(CCCC)O (n-pentanol). Solvent: O (water). The product is C1(C=CC(N1CC(=O)OCCCCC)=O)=O (n-pentyl maleimidoacetate). Yield: 643.8%. As a reaction SMILES: [C:1]1(=[O:11])[N:5]([CH2:6][C:7]([OH:9])=[O:8])[C:4](=[O:10])[CH:3]=[CH:2]1.[C:12]1(C)[CH:17]=[CH:16]C(S(O)(=O)=O)=[CH:14][CH:13]=1.C1(C)C=CC=CC=1.C(O)CCCC>O>[C:4]1(=[O:10])[N:5]([CH2:6][C:7]([O:9][CH2:14][CH2:13][CH2:12][CH2:17][CH3:16])=[O:8])[C:1](=[O:11])[CH:2]=[CH:3]1. Procedure: In a separable flask equipped with a Dean-Stark trap, maleimidoacetic acid (reagent grade) (31.0 g, 0.2 mol), p-toluenesulfonic acid (reagent grade) (5.2 g, 0.03 mol), and toluene (reagent grade) (300 ml) were charged. Then, the mixture was stirred and reacted under reduced pressure at 80° C. for 1 hour with dropwise addition of n-pentanol (reagent grade) (17.6 g, 0.2 mol). After the dropwise addition, the mixture was stirred for another 4 hours for allowing the reaction to be continued. During ... The reactants are C(C1=CC=CC=C1)ON (O-benzylhydroxylamine), C(C1=CC=CC=C1)Br (benzyl bromide), C(=O)([O-])[O-].[K+].[K+] (K2CO3). Solvent: C(C)O (ethanol). Conditions: temperature 50 celsius, time 8 hour. Yields the product C(C1=CC=CC=C1)NOCC1=CC=CC=C1 (N,O-Dibenzylhydroxylamine). Isolated yield 33.7%. RXN SMILES: [CH2:1]([O:8][NH2:9])[C:2]1[CH:7]=[CH:6][CH:5]=[CH:4][CH:3]=1.[CH2:10](Br)[C:11]1[CH:16]=[CH:15][CH:14]=[CH:13][CH:12]=1.C([O-])([O-])=O.[K+].[K+]>C(O)C>[CH2:10]([NH:9][O:8][CH2:1][C:2]1[CH:7]=[CH:6][CH:5]=[CH:4][CH:3]=1)[C:11]1[CH:16]=[CH:15][CH:14]=[CH:13][CH:12]=1 |f:2.3.4|. Procedure details: A mixture of 4 g of O-benzylhydroxylamine, 4.28 g of benzyl bromide, and 12 g of K2CO3 in 50 ml of ethanol was stirred at 50° C. overnight. After removal of organic solvent, water was added to the residue and the mixture was then extracted with ethyl acetate. The combined extracts were dried and evaporated to give 4 g of crude product. Purification by dry column chromatography gave 1.8 g of oily product. The reactants are CNC1=C(C=CC=C1)C(F)(F)F (2-(methylamino)benzotrifluoride), C(=O)(Cl)Cl (phosgene), [OH-].[Na+] (sodium hydroxide). Run in C1(=CC=CC=C1)C (toluene), C1(=CC=CC=C1)C (toluene). Product: CN(C(=O)Cl)C1=C(C=CC=C1)C(F)(F)F (N-Methyl-N-[2-(trifluoromethyl)phenyl]carbamoyl Chloride). Isolated yield 82.6%. RXN SMILES: [CH3:1][NH:2][C:3]1[CH:8]=[CH:7][CH:6]=[CH:5][C:4]=1[C:9]([F:12])([F:11])[F:10].[C:13](Cl)([Cl:15])=[O:14].[OH-].[Na+]>C1(C)C=CC=CC=1>[CH3:1][N:2]([C:3]1[CH:8]=[CH:7][CH:6]=[CH:5][C:4]=1[C:9]([F:10])([F:11])[F:12])[C:13]([Cl:15])=[O:14] |f:2.3|. Reported procedure: A mixture of 1.00 g (5.71 mmole) of 2-(methylamino)benzotrifluoride, 9 mL (17.3 mmole) of 1.93M phosgene in toluene, and 10 mL of toluene was stirred under N2 for a hour and then treated with 20 mL of 2.5N sodium hydroxide (aqueous). The layers were separated, and the organic phase was concentrated in vacuo to yield 1.12 g (83%) of the title compound as a clear oil, which eventually solidified after prolonged standing: mp 44°-46° C.; homogeneous by TLC in 3:1 hexane-EtOAc; IR spectrum νCO 1750 c... Product: ethyl acetate hexanes, ClC=1C(=NC=C(C1)C(F)(F)F)OC=1C=CC(=C(OC2=C(OCC(=O)OC)C=CC=C2)C1)[N+](=O)[O-] (Methyl {o-{5-{[3-chloro-5-(trifluoromethyl)-2-pyridyl]oxy}-2-nitrophenoxy}phenoxy}acetate). Procedure details: A mixture of methyl [o-(5-hydroxy-2-nitrophenoxy)phenoxy]acetate (1.9 g, 5.9 mmol), 2,3-di-chloro-5-(trifluoromethyl)pyridine (1.92 g, 8.9 mmol) and potassium carbonate (1.23 g, 8.9 mmol) in N,N-di-methylformamide is heated at 100° C. for 12 hours, cooled to room temperature, poured into water and extracted with ether. The organic extract is washed with brine, dried over anhydrous sodium sulfate and concentrated in vacuo to obtain a yellow oil. Flash chromatography of the oil using silica gel an... Reaction SMILES: [OH:1][C:2]1[CH:3]=[CH:4][C:5]([N+:21]([O-:23])=[O:22])=[C:6]([CH:20]=1)[O:7][C:8]1[CH:19]=[CH:18][CH:17]=[CH:16][C:9]=1[O:10][CH2:11][C:12]([O:14][CH3:15])=[O:13].Cl[C:25]1[C:30]([Cl:31])=[CH:29][C:28]([C:32]([F:35])([F:34])[F:33])=[CH:27][N:26]=1.C(=O)([O-])[O-].[K+].[K+].O>CN(C)C=O>[Cl:31][C:30]1[C:25]([O:1][C:2]2[CH:3]=[CH:4][C:5]([N+:21]([O-:23])=[O:22])=[C:6]([CH:20]=2)[O:7][C:8]2[CH:19]=[CH:18][CH:17]=[CH:16][C:9]=2[O:10][CH2:11][C:12]([O:14][CH3:15])=[O:13])=[N:26][CH:27]=[C:28]([C:32]([F:34])([F:33])[F:35])[CH:29]=1 |f:2.3.4|. The solvent is CN(C=O)C (N,N-di-methylformamide). Starting materials: O (water), OC=1C=CC(=C(OC2=C(OCC(=O)OC)C=CC=C2)C1)[N+](=O)[O-] (methyl [o-(5-hydroxy-2-nitrophenoxy)phenoxy]acetate), ClC1=NC=C(C=C1Cl)C(F)(F)F (2,3-di-chloro-5-(trifluoromethyl)pyridine), C([O-])([O-])=O.[K+].[K+] (potassium carbonate). The yield is 27.2%. Reaction conditions: temperature 100 celsius. Reactants: C(C)(C)N1CCN(CC1)C(=O)C=1C=C2C=C(NC2=CC1)C(=O)O (5-(4-isopropyl-piperazine-1-carbonyl)-1H-indole-2-carboxylic acid), Cl (hydrochloride), F[B-](F)(F)F.N1(N=NC2=C1C=CC=C2)OC(=[N+](C)C)N(C)C (O-(benzotriazol-1-yl)-N,N,N′,N′-tetramethyluronium tetrafluoroborate), N1CCS(CC1)(=O)=O (thiomorpholine 1,1-dioxide), C(C)(C)N(C(C)C)CC (N,N-diisopropylethylamine), C([O-])(O)=O.[Na+] (sodium bicarbonate). The solvent is CN(C=O)C (N,N-dimethylformamide). Product: O=S1(CCN(CC1)C(=O)C=1NC2=CC=C(C=C2C1)C(=O)N1CCN(CC1)C(C)C)=O ([2-(1,1-Dioxo-thiomorpholine-4-carbonyl)-1H-indol-5-yl]-(4-isopropyl-piperazin-1-yl)-methanone). Isolated yield 52.7%. Reaction SMILES: [CH:1]([N:4]1[CH2:9][CH2:8][N:7]([C:10]([C:12]2[CH:13]=[C:14]3[C:18](=[CH:19][CH:20]=2)[NH:17][C:16]([C:21]([OH:23])=O)=[CH:15]3)=[O:11])[CH2:6][CH2:5]1)([CH3:3])[CH3:2].Cl.F[B-](F)(F)F.N1(OC(N(C)C)=[N+](C)C)C2C=CC=CC=2N=N1.[NH:47]1[CH2:52][CH2:51][S:50](=[O:54])(=[O:53])[CH2:49][CH2:48]1.C(N(CC)C(C)C)(C)C.C(=O)(O)[O-].[Na+]>CN(C)C=O>[O:53]=[S:50]1(=[O:54])[CH2:51][CH2:52][N:47]([C:21]([C:16]2[NH:17][C:18]3[C:14]([CH:15]=2)=[CH:13][C:12]([C:10]([N:7]2[CH2:8][CH2:9][N:4]([CH:1]([CH3:2])[CH3:3])[CH2:5][CH2:6]2)=[O:11])=[CH:20][CH:19]=3)=[O:23])[CH2:48][CH2:49]1 |f:2.3,6.7|. Procedure details: To the solution of 0.20 g (0.57 mmol) 5-(4-isopropyl-piperazine-1-carbonyl)-1H-indole-2-carboxylic acid 1:1 hydrochloride in 2 mL N,N-dimethylformamide, 0.19 g (0.60 mmol) O-(benzotriazol-1-yl)-N,N,N′,N′-tetramethyluronium tetrafluoroborate (commercially available), 82 mg (0.60 mmol) thiomorpholine 1,1-dioxide (commercially available) and 0.58 mL (0.44 g, 3.4 mmol) N,N-diisopropylethylamine were added. After 1 h the solution was poured on saturated aqueous sodium bicarbonate solution, the phases...